From a dataset of the Open Reaction Database (ORD), a public repository of structured organic reaction records. describe an organic reaction: reactants, conditions, products, and yield Starting materials: COc1ccc(S(=O)(=O)c2cnc(C)nc2Nc2c(C)cc(C)cc2C)cc1, CCOCC, [I-], [Li+], Cc1cc(C)nc(C)c1. Yields the product Cc1cc(C)c(Nc2nc(C)ncc2S(=O)(=O)c2ccc(O)cc2)c(C)c1. As a reaction SMILES: [CH3:1][O:2][c:3]1[cH:4][cH:5][c:6]([S:9](=[O:10])(=[O:11])[c:12]2[c:13]([NH:19][c:20]3[c:21]([CH3:28])[cH:22][c:23]([CH3:27])[cH:24][c:25]3[CH3:26])[n:14][c:15]([CH3:18])[n:16][cH:17]2)[cH:7][cH:8]1.[CH3:40][CH2:41][O:42][CH2:43][CH3:44].[I-:29].[Li+:30].[n:31]1[c:32]([CH3:33])[cH:34][c:35]([CH3:36])[cH:37][c:38]1[CH3:39]>>[OH:2][c:3]1[cH:4][cH:5][c:6]([S:9](=[O:10])(=[O:11])[c:12]2[c:13]([NH:19][c:20]3[c:21]([CH3:28])[cH:22][c:23]([CH3:27])[cH:24][c:25]3[CH3:26])[n:14][c:15]([CH3:18])[n:16][cH:17]2)[cH:7][cH:8]1. The reactants are C(C)(=O)C1C(OC(C2=CC=C(C=C12)OC)=O)=O (4-acetyl-6-methoxy-isochroman-1,3-dione), [NH4+].[OH-] (NH4OH), O (water). Conditions: temperature 100 celsius. Yields the product COC=1C=C2C=C(NC(C2=CC1)=O)C (6-methoxy-3-methyl-2H-isoquinolin-1-one). RXN SMILES: [C:1]([CH:4]1[C:13]2[C:8](=[CH:9][CH:10]=[C:11]([O:14][CH3:15])[CH:12]=2)[C:7](=O)[O:6]C1=O)(=O)[CH3:2].O.[NH4+:19].[OH-]>>[CH3:15][O:14][C:11]1[CH:12]=[C:13]2[C:8](=[CH:9][CH:10]=1)[C:7](=[O:6])[NH:19][C:1]([CH3:2])=[CH:4]2 |f:2.3|. Procedure details: A suspension of 4-acetyl-6-methoxy-isochroman-1,3-dione (10 g, 43 mmol) in NH4OH (60 ml) in a pressure vessel is heated for 2 h at 100° C. After cooling, the reaction mixture is poured into water. The white solid is filtered, washed with water, and dried to give 6.7 g of 6-methoxy-3-methyl-2H-isoquinolin-1-one. 1H NMR (CDCl3) 11.0 (br s, 1H), 8.28 (d, 1H), 6.98 (d, 1H), 6.81 (s, 1H), 6.23 (s, 1H), 3.89 (s, 3H), 2.37 (s, 3H). The reactants are O=C(OCCCl)c1ccccc1, Cc1nn(C)c(Oc2ccccc2)c1C=NO, CS(C)=O, [K+], [OH-], O. Product: Cc1nn(C)c(Oc2ccccc2)c1C=NOCCOC(=O)c1ccccc1. As a reaction SMILES: [C:24]([c:25]1[cH:26][cH:27][cH:28][cH:29][cH:30]1)(=[O:31])[O:32][CH2:33][CH2:34][Cl:35].[CH3:1][n:2]1[n:3][c:4]([CH3:17])[c:5]([CH:14]=[N:15][OH:16])[c:6]1[O:7][c:8]1[cH:9][cH:10][cH:11][cH:12][cH:13]1.[CH3:20][S:21](=[O:22])[CH3:23].[K+:19].[OH-:18].[OH2:36]>>[CH3:1][n:2]1[n:3][c:4]([CH3:17])[c:5]([CH:14]=[N:15][O:16][CH2:34][CH2:33][O:32][C:24]([c:25]2[cH:26][cH:27][cH:28][cH:29][cH:30]2)=[O:31])[c:6]1[O:7][c:8]1[cH:9][cH:10][cH:11][cH:12][cH:13]1. Starting materials: NCC1=C(CNC(OC(C)(C)C)=O)C=CC(=C1)Cl (tert-Butyl 2-(aminomethyl)-4-chlorobenzylcarbamate), C(CCl)Cl (EDC), N([C@H](CC1=CC=CC=C1)C(=O)N1[C@H](C(=O)O)CCC1)C(=O)OC(C)(C)C (Boc-D-Phe-Pro-OH), C1=CC2=C(N=C1)N(N=N2)O (HOAT), CN(C=O)C (dimethylformamide). Run at time 8 hour. The product is C(C)(C)(C)OCC(=O)N[C@H](CC1=CC=CC=C1)C(=O)N1[C@H](C(=O)NCC2=C(C=CC(=C2)Cl)CNC(=O)OC(C)(C)C)CCC1 (N-(tert-Butoxyacetyl)-D-phenylalanyl-N-(2-{[(tert-butoxycarbonyl)amino]methyl}-5-chlorobenzyl)-L-prolinamide). Reaction SMILES: [NH2:1][CH2:2][C:3]1[CH:17]=[C:16]([Cl:18])[CH:15]=[CH:14][C:4]=1[CH2:5][NH:6][C:7](=[O:13])[O:8][C:9]([CH3:12])([CH3:11])[CH3:10].[CH2:19](Cl)CCl.[NH:23]([C:42]([O:44]C(C)(C)C)=O)[C@@H:24]([C:32]([N:34]1[CH2:41][CH2:40][CH2:39][C@H:35]1[C:36]([OH:38])=O)=[O:33])[CH2:25][C:26]1[CH:31]=[CH:30][CH:29]=[CH:28][CH:27]=1.C1C=N[C:52]2N(O)N=N[C:51]=2[CH:50]=1.CN(C)[CH:61]=[O:62]>>[C:51]([O:62][CH2:61][C:42]([NH:23][C@@H:24]([C:32]([N:34]1[CH2:41][CH2:40][CH2:39][C@H:35]1[C:36]([NH:1][CH2:2][C:3]1[CH:17]=[C:16]([Cl:18])[CH:15]=[CH:14][C:4]=1[CH2:5][NH:6][C:7]([O:8][C:9]([CH3:12])([CH3:11])[CH3:10])=[O:13])=[O:38])=[O:33])[CH2:25][C:26]1[CH:27]=[CH:28][CH:29]=[CH:30][CH:31]=1)=[O:44])([CH3:50])([CH3:52])[CH3:19]. Procedure details: To a solution of tert-Butyl 2-(aminomethyl)-4-chlorobenzylcarbamate (0.14 mmol, 37 mg), EDC (0.21 mmol, 40 mg), and Boc-D-Phe-Pro-OH (0.14 mmol, 50 mg), in 0.5 mL dimethylformamide, was added HOAT (0.15 mmol, 21 mg). The solution was stirred overnight and purified by prep HPLC to give N-(tert-Butoxyacetyl)-D-phenylalanyl-N-(2-{[(tert-butoxycarbonyl)amino]methyl}-5-chlorobenzyl)-L-prolinamide. Mass Spec ES (M+1)=615.2. Starting materials: C(CCC)[Sn](C=1SC=CC1)(CCCC)CCCC (2-tributylstannyl thiophene), C(C)OC(CC1=CC=C(C=C1)Br)=O (ethyl(4-bromophenyl)acetate). The yield is 68.0%. Procedure: Nitrogen was bubbled through a mixture of 2-tributylstannyl thiophene (15.68 ml, 49.4 mmol) and ethyl(4-bromophenyl)acetate (6 g, 24.7 mmol) in toluene (250 ml) before 0.5 g of tetrakis (triphenylphosphine) palladium (0) was added. The mixture was heated at reflux under nitrogen for 4 hours before it was filtered through magnesol and concentrated. The residue was purified using silica-gel column chromatography by eluting it with 20% ethyl acetate: hexane solution. Ethyl [4-(2-thienyl)phenyl]acet... Reagents/catalysts: [Pd].C1(=CC=CC=C1)P(C1=CC=CC=C1)C1=CC=CC=C1.C1(=CC=CC=C1)P(C1=CC=CC=C1)C1=CC=CC=C1.C1(=CC=CC=C1)P(C1=CC=CC=C1)C1=CC=CC=C1.C1(=CC=CC=C1)P(C1=CC=CC=C1)C1=CC=CC=C1 (tetrakis (triphenylphosphine) palladium (0)). Solvent: C1(=CC=CC=C1)C (toluene). The product is S1C(=CC=C1)C1=CC=C(C=C1)CC(=O)OCC (Ethyl [4-(2-thienyl)phenyl]acetate), oil. RXN SMILES: C([Sn](CCCC)(CCCC)[C:6]1[S:7][CH:8]=[CH:9][CH:10]=1)CCC.[CH2:19]([O:21][C:22](=[O:31])[CH2:23][C:24]1[CH:29]=[CH:28][C:27](Br)=[CH:26][CH:25]=1)[CH3:20]>C1(C)C=CC=CC=1.[Pd].C1(P(C2C=CC=CC=2)C2C=CC=CC=2)C=CC=CC=1.C1(P(C2C=CC=CC=2)C2C=CC=CC=2)C=CC=CC=1.C1(P(C2C=CC=CC=2)C2C=CC=CC=2)C=CC=CC=1.C1(P(C2C=CC=CC=2)C2C=CC=CC=2)C=CC=CC=1>[S:7]1[CH:8]=[CH:9][CH:10]=[C:6]1[C:27]1[CH:28]=[CH:29][C:24]([CH2:23][C:22]([O:21][CH2:19][CH3:20])=[O:31])=[CH:25][CH:26]=1 |f:3.4.5.6.7|. Starting materials: C(\C=C\C(=O)O)(=O)O (fumaric acid), FC1=CC2=C(C(=NO2)C2CCNCC2)C=C1 (6-fluoro-3-(4-piperidinyl)-1,2-benzisoxazole), C(=O)([O-])[O-].[K+].[K+] (K2CO3), COCCBr (bromoethyl methyl ether). Run in C(C)O (ethanol), C(C)#N (acetonitrile), C(C)O (ethanol). Yields the product C(\C=C\C(=O)O)(=O)O.COCCN1CCC(CC1)C1=NOC2=C1C=CC(=C2)F (2-[4-(6-Fluoro-1,2-benzisoxazol-3-yl)-1-piperidinyl]ethyl methyl ether fumarate). As a reaction SMILES: [F:1][C:2]1[CH:16]=[CH:15][C:5]2[C:6]([CH:9]3[CH2:14][CH2:13][NH:12][CH2:11][CH2:10]3)=[N:7][O:8][C:4]=2[CH:3]=1.C([O-])([O-])=O.[K+].[K+].[CH3:23][O:24][CH2:25][CH2:26]Br.[C:28]([OH:35])(=[O:34])/[CH:29]=[CH:30]/[C:31]([OH:33])=[O:32]>C(#N)C.C(O)C>[C:28]([OH:35])(=[O:34])/[CH:29]=[CH:30]/[C:31]([OH:33])=[O:32].[CH3:23][O:24][CH2:25][CH2:26][N:12]1[CH2:11][CH2:10][CH:9]([C:6]2[C:5]3[CH:15]=[CH:16][C:2]([F:1])=[CH:3][C:4]=3[O:8][N:7]=2)[CH2:14][CH2:13]1 |f:1.2.3,8.9|. Reported procedure: A mixture of 6-fluoro-3-(4-piperidinyl)-1,2-benzisoxazole (3.75 g, 17 mmol), K2CO3 (3 g, 21.7 mmol), bromoethyl methyl ether (2.84 g, 20.4 mmol) in acetonitrile (150 ml) was heated at reflux for 3.5 hours. The reaction was cooled. The inorganics were filtered and rinsed with DCM. The organic solution was concentrated down to an oil (7 g). Purification on a flash chromatography column (SiO2, 45 g; eluted with methanol/DCM) gave a light yellow oil as product (4 g, 87%). This oil was dissolved into... Reaction conditions: temperature 60 celsius. Procedure: To a solution of 4-bromobutanoic acid [4-[[1-[[3, 5-bis(1,1-dimethylethyl)-4-hydroxyphenyl]thio]-1-methylethyl]thio]-2,6-bis(1,1-dimethylethyl)phenyl]ester (150 mg, 0.22 mmol) in acetonitrile/THF (15 ml 2/1 v/v), AgNO3 was added (80 mg, 0.47 mmol) and the solution was heated in the dark at 60° C. for 6 hours. The silver salt was then filtered off (AgBr) and the solvent was evaporated at reduced pressure. The product thus obtained was purified by chromatography on silica gel with a mixture of eth... Run in C(C)#N.C1CCOC1 (acetonitrile THF). Yields the product [N+](=O)([O-])OCCCC(=O)O (4-nitrooxybutanoic acid), ester. The reactants are CC(C)(C)C=1C=C(C=C(C1O)C(C)(C)C)SC(C)(C)SC1=CC(=C(C(=C1)C(C)(C)C)OC(CCCBr)=O)C(C)(C)C (4-bromobutanoic acid [4-[[1-[[3, 5-bis(1,1-dimethylethyl)-4-hydroxyphenyl]thio]-1-methylethyl]thio]-2,6-bis(1,1-dimethylethyl)phenyl]ester), [N+](=O)([O-])[O-].[Ag+] (AgNO3). As a reaction SMILES: CC(C1C=C(SC(SC2C=C(C(C)(C)C)C([O:31][C:32](=[O:37])[CH2:33][CH2:34][CH2:35]Br)=C(C(C)(C)C)C=2)(C)C)C=C(C(C)(C)C)C=1O)(C)C.[N+:42]([O-:45])([O-:44])=[O:43].[Ag+]>C(#N)C.C1COCC1>[N+:42]([O:45][CH2:35][CH2:34][CH2:33][C:32]([OH:31])=[O:37])([O-:44])=[O:43] |f:1.2,3.4|. Starting materials: BrC1=C(C=C(C(=O)O)C=C1)C (4-bromo-3-methylbenzoic acid), C(CCC)[Li] (n-butyllithium), CCCCCC (hexane), B(OC(C)C)(OC(C)C)OC(C)C (triisopropyl borate). Solvent: C1CCOC1 (THF), O (water). Run at temperature -78 celsius, time 0.25 hour. Yields the product B(O)(O)C1=C(C=C(C(=O)O)C=C1)C (4-Borono-3-methylbenzoic acid). Isolated yield 73.1%. As a reaction SMILES: Br[C:2]1[CH:10]=[CH:9][C:5]([C:6]([OH:8])=[O:7])=[CH:4][C:3]=1[CH3:11].C([Li])CCC.CCCCCC.[B:23](OC(C)C)([O:28]C(C)C)[O:24]C(C)C>C1COCC1.O>[B:23]([C:2]1[CH:10]=[CH:9][C:5]([C:6]([OH:8])=[O:7])=[CH:4][C:3]=1[CH3:11])([OH:28])[OH:24]. Procedure: A stirred solution of 4-bromo-3-methylbenzoic acid (5.0 g, 0.02 mole) in dry THF (250 ml) at -78° C. under argon was treated with 1.6M n-butyllithium in hexane (36.3 ml, 0.05 mole). The mixture changed from a clear solution to an orange suspension. This was stirred at -78° C. for 0.25 h, then treated with triisopropyl borate (13.4 ml, 0.05 mole) and stirred at -78° C. for a further 1 h. The mixture was allowed to warm to room temp. and stir for 19 h, then treated with water (25 ml) and concentra... Starting materials: [Cl-].[NH4+] (ammonium chloride), O=C(C(=O)OC)C1N(NCCC1)CC1=CC=CC=C1 (methyl 2-oxo-2-[2-benzylperhydropyridazinyl]acetate), solution, CC(CC)(C)[Mg]Cl (1,1-dimethylpropylmagnesium chloride). Solvent: C1CCOC1 (THF), C1CCOC1 (THF). Run at time 5 hour. Product: CC(C(C(=O)C1N(NCCC1)CC1=CC=CC=C1)=O)(CC)C (3,3-dimethyl-1-[2-benzylperhydropyridazinyl]pentane-1,2-dione). Yield: 69.0%. Reaction SMILES: [O:1]=[C:2]([CH:7]1[CH2:12][CH2:11][CH2:10][NH:9][N:8]1[CH2:13][C:14]1[CH:19]=[CH:18][CH:17]=[CH:16][CH:15]=1)[C:3]([O:5]C)=O.[CH3:20][C:21]([Mg]Cl)([CH3:24])[CH2:22][CH3:23].[Cl-].[NH4+]>C1COCC1>[CH3:20][C:21]([CH3:24])([CH2:22][CH3:23])[C:3](=[O:5])[C:2]([CH:7]1[CH2:12][CH2:11][CH2:10][NH:9][N:8]1[CH2:13][C:14]1[CH:19]=[CH:18][CH:17]=[CH:16][CH:15]=1)=[O:1] |f:2.3|. Procedure details: A solution of methyl 2-oxo-2-[2-benzylperhydropyridazinyl]acetate (9.0 g, 29.4 mmol) in 30 ml dry THF was cooled to −78° C. and treated with 35 ml of 1.0 M solution of 1,1-dimethylpropylmagnesium chloride in THF. After stirring the resulting homogeneous mixture at for 5 hours, the mixture was poured into saturated ammonium chloride (150 ml) and extracted into ethyl acetate. The organic layer was washed with water, dried and concentrated. The crude material was purified by silica gel column, elut... RXN SMILES: [NH2:1][C:2]1[CH:3]=[C:4]2[C:8](=[CH:9][CH:10]=1)[CH:7]([C:11]([OH:13])=[O:12])[CH2:6][CH2:5]2.[N-:14]=[N+:15]=[N-:16].[Na+].[CH:18](OCC)(OCC)OCC>C(O)(=O)C>[N:1]1([C:2]2[CH:3]=[C:4]3[C:8](=[CH:9][CH:10]=2)[CH:7]([C:11]([OH:13])=[O:12])[CH2:6][CH2:5]3)[CH:18]=[N:16][N:15]=[N:14]1 |f:1.2|. The solvent is C(C)(=O)O (acetic acid). The product is N1(N=NN=C1)C=1C=C2CCC(C2=CC1)C(=O)O (5-(1H-tetrazol-1-yl)indane-1-carboxylic acid). Procedure: A solution of 5-aminoindane-1-carboxylic acid (2.95 g, 16.7 mmol), sodium azide (1.20 g, 18.3 mmol) and triethyl orthoformate (7.42 g, 50.1 mmol) in 20 mL of acetic acid was heated to 100° C. for 3 hrs. After the reaction was completed, the mixture was cooled to ambient temperature. The solution was removed under vacuum and the residue was diluted with EtOAc, washed with brine, dried over anhydrous Na2SO4 and concentrated. The residue was purified via silica gel column chromatography to give the... The reactants are NC=1C=C2CCC(C2=CC1)C(=O)O (5-aminoindane-1-carboxylic acid), [N-]=[N+]=[N-].[Na+] (sodium azide), C(OCC)(OCC)OCC (triethyl orthoformate).